From a dataset of the Open Reaction Database (ORD), a public repository of structured organic reaction records. describe an organic reaction: reactants, conditions, products, and yield Starting materials: C(C)P(=O)(ON=C(C(=O)OCC)C)C1=C(C=CC(=C1)OC1=C(C=C(C=C1)C(F)(F)F)Cl)[N+](=O)[O-] (ethyl 2-[P-ethyl-2-nitro-5-(2-chloro-4-trifluoromethylphenoxy)phenylphosphinyloxyimino]propionate), NN (hydrazine). The reagents and catalysts are [Rh] (rhodium on activated charcoal). Solvent: O1CCCC1 (tetrahydrofuran). Run at time 2 hour. The product is C(C)P(=O)(ON=C(C(=O)OCC)C)C1=C(C=CC(=C1)OC1=C(C=C(C=C1)C(F)(F)F)Cl)NO (ethyl 2-[P-ethyl-2-hydroxyamino-5-(2-chloro-4-trifluoromethylphenoxy)phenylphosphinyloxyimino]propionate). RXN SMILES: [CH2:1]([P:3]([C:14]1[CH:19]=[C:18]([O:20][C:21]2[CH:26]=[CH:25][C:24]([C:27]([F:30])([F:29])[F:28])=[CH:23][C:22]=2[Cl:31])[CH:17]=[CH:16][C:15]=1[N+:32]([O-])=[O:33])([O:5][N:6]=[C:7]([CH3:13])[C:8]([O:10][CH2:11][CH3:12])=[O:9])=[O:4])[CH3:2].NN>O1CCCC1.[Rh]>[CH2:1]([P:3]([C:14]1[CH:19]=[C:18]([O:20][C:21]2[CH:26]=[CH:25][C:24]([C:27]([F:29])([F:30])[F:28])=[CH:23][C:22]=2[Cl:31])[CH:17]=[CH:16][C:15]=1[NH:32][OH:33])([O:5][N:6]=[C:7]([CH3:13])[C:8]([O:10][CH2:11][CH3:12])=[O:9])=[O:4])[CH3:2]. Procedure details: To a solution of ethyl 2-[P-ethyl-2-nitro-5-(2-chloro-4-trifluoromethylphenoxy)phenylphosphinyloxyimino]propionate (500 mg) in tetrahydrofuran (10 ml) is added hydrazine (1 eq.) and 5% rhodium on activated charcoal (50 mg) at 15°-25°, with stirring for 2 hours. The reaction is then filtered and the filtrate is diluted with methylene chloride, washed, dried and concentrated to dryness to give ethyl 2-[P-ethyl-2-hydroxyamino-5-(2-chloro-4-trifluoromethylphenoxy)phenylphosphinyloxyimino]propionate. Starting materials: COc1cc2c(Oc3ccc4[nH]c(C)cc4c3F)ncnc2cc1OCCBr, CC(=O)N1CCNCC1, CN(C)C=O, O=P(c1ccccc1)(c1ccccc1)c1ccccc1. The product is COc1cc2c(Oc3ccc4[nH]c(C)cc4c3F)ncnc2cc1OCCN1CCN(C(C)=O)CC1. As a reaction SMILES: [Br:1][CH2:2][CH2:3][O:4][c:5]1[c:6]([O:27][CH3:28])[cH:7][c:8]2[c:9]([O:15][c:16]3[c:17]([F:26])[c:18]4[cH:19][c:20]([CH3:25])[nH:21][c:22]4[cH:23][cH:24]3)[n:10][cH:11][n:12][c:13]2[cH:14]1.[C:49]([CH3:50])(=[O:51])[N:52]1[CH2:53][CH2:54][NH:55][CH2:56][CH2:57]1.[CH3:58][N:59]([CH3:60])[CH:61]=[O:62].[c:29]1([P:30](=[O:31])([c:32]2[cH:33][cH:34][cH:35][cH:36][cH:37]2)[c:38]2[cH:39][cH:40][cH:41][cH:42][cH:43]2)[cH:44][cH:45][cH:46][cH:47][cH:48]1>>[CH2:2]([CH2:3][O:4][c:5]1[c:6]([O:27][CH3:28])[cH:7][c:8]2[c:9]([O:15][c:16]3[c:17]([F:26])[c:18]4[cH:19][c:20]([CH3:25])[nH:21][c:22]4[cH:23][cH:24]3)[n:10][cH:11][n:12][c:13]2[cH:14]1)[N:55]1[CH2:54][CH2:53][N:52]([C:49]([CH3:50])=[O:51])[CH2:57][CH2:56]1.